This data is from the Open Reaction Database (ORD), a public repository of structured organic reaction records. The task is: describe an organic reaction: reactants, conditions, products, and yield The reactants are C, CCNC(=O)c1ccc([N+](=O)[O-])c(NC)c1, CCO, [Pd]. The product is CCNC(=O)c1ccc(N)c(NC)c1. As a reaction SMILES: [C:20].[CH2:1]([CH3:2])[NH:3][C:4]([c:5]1[cH:6][c:7]([NH:14][CH3:15])[c:8]([N+:11]([O-:12])=[O:13])[cH:9][cH:10]1)=[O:16].[CH3:17][CH2:18][OH:19].[Pd:21]>>[CH2:1]([CH3:2])[NH:3][C:4]([c:5]1[cH:6][c:7]([NH:14][CH3:15])[c:8]([NH2:11])[cH:9][cH:10]1)=[O:16]. Starting materials: COC1(OC)CCN(c2ccc(N3CC(CN=[N+]=[N-])OC3=O)cc2)CC1(F)F, CCOC(C)=O. Product: COC1(OC)CCN(c2ccc(N3CC(CN)OC3=O)cc2)CC1(F)F. RXN SMILES: [CH3:1][O:2][C:3]1([O:27][CH3:28])[C:4]([F:25])([F:26])[CH2:5][N:6]([c:9]2[cH:10][cH:11][c:12]([N:15]3[C:16](=[O:24])[O:17][CH:18]([CH2:20][N:21]=[N+:22]=[N-:23])[CH2:19]3)[cH:13][cH:14]2)[CH2:7][CH2:8]1.[CH3:29][CH2:30][O:31][C:32](=[O:33])[CH3:34]>>[CH3:1][O:2][C:3]1([O:27][CH3:28])[C:4]([F:25])([F:26])[CH2:5][N:6]([c:9]2[cH:10][cH:11][c:12]([N:15]3[C:16](=[O:24])[O:17][CH:18]([CH2:20][NH2:21])[CH2:19]3)[cH:13][cH:14]2)[CH2:7][CH2:8]1. The reactants are O=C([O-])O, CCOC(C)=O, CCC(Cl)OC(=O)OC1CCCCC1, [K+], COc1cc(OCCO)c(F)c(C(Nc2ccc(C(N)=NC(=O)c3ccccc3)cc2)c2nn(-c3ncccn3)c(=O)[nH]2)c1, O. The product is CCC(OC(=O)OC1CCCCC1)Oc1nc(C(Nc2ccc(C(N)=NC(=O)c3ccccc3)cc2)c2cc(OC)cc(OCCO)c2F)nn1-c1ncccn1. Reaction SMILES: [C:59](=[O:60])([O-:61])[OH:62].[CH3:64][CH2:65][O:66][C:67](=[O:68])[CH3:69].[CH:45]1([O:51][C:52]([O:53][CH:54]([CH2:55][CH3:56])[Cl:57])=[O:58])[CH2:46][CH2:47][CH2:48][CH2:49][CH2:50]1.[K+:63].[NH2:1][C:2]([c:3]1[cH:4][cH:5][c:6]([NH:9][CH:10]([c:11]2[n:12][n:13](-[c:17]3[n:18][cH:19][cH:20][cH:21][n:22]3)[c:14](=[O:16])[nH:15]2)[c:23]2[c:24]([F:35])[c:25]([O:31][CH2:32][CH2:33][OH:34])[cH:26][c:27]([O:29][CH3:30])[cH:28]2)[cH:7][cH:8]1)=[N:36][C:37]([c:38]1[cH:39][cH:40][cH:41][cH:42][cH:43]1)=[O:44].[OH2:70]>>[NH2:1][C:2]([c:3]1[cH:4][cH:5][c:6]([NH:9][CH:10]([c:11]2[n:12][n:13](-[c:17]3[n:18][cH:19][cH:20][cH:21][n:22]3)[c:14]([O:16][CH:54]([O:53][C:52]([O:51][CH:45]3[CH2:46][CH2:47][CH2:48][CH2:49][CH2:50]3)=[O:58])[CH2:55][CH3:56])[n:15]2)[c:23]2[c:24]([F:35])[c:25]([O:31][CH2:32][CH2:33][OH:34])[cH:26][c:27]([O:29][CH3:30])[cH:28]2)[cH:7][cH:8]1)=[N:36][C:37]([c:38]1[cH:39][cH:40][cH:41][cH:42][cH:43]1)=[O:44]. The reactants are C(C1=CC=CC=C1)C1C(NC2=C(C(=N1)C1=CC=CC=C1)C=C(C(=C2)OCC)OC)=O (3-benzyl-8-ethoxy-7-methoxy-5-phenyl-1,3-dihydro-2H-1,4-benzodiazepin-2-one), CI (methyl iodide), C(C)I (ethyl iodide). Product: C(C1=CC=CC=C1)C1C(N(C2=C(C(=N1)C1=CC=CC=C1)C=C(C(=C2)OCC)OC)CC)=O (3-benzyl-8-ethoxy-1-ethyl-7-methoxy-5-phenyl-1,3-dihydro-2H-1,4-benzodiazepin-2-one). The yield is 65.0%. Reaction SMILES: [CH2:1]([CH:8]1[N:14]=[C:13]([C:15]2[CH:20]=[CH:19][CH:18]=[CH:17][CH:16]=2)[C:12]2[CH:21]=[C:22]([O:28][CH3:29])[C:23]([O:25][CH2:26][CH3:27])=[CH:24][C:11]=2[NH:10][C:9]1=[O:30])[C:2]1[CH:7]=[CH:6][CH:5]=[CH:4][CH:3]=1.CI.[CH2:33](I)[CH3:34]>>[CH2:1]([CH:8]1[N:14]=[C:13]([C:15]2[CH:20]=[CH:19][CH:18]=[CH:17][CH:16]=2)[C:12]2[CH:21]=[C:22]([O:28][CH3:29])[C:23]([O:25][CH2:26][CH3:27])=[CH:24][C:11]=2[N:10]([CH2:33][CH3:34])[C:9]1=[O:30])[C:2]1[CH:3]=[CH:4][CH:5]=[CH:6][CH:7]=1. Reported procedure: By replacing 5-(4-bromophenyl)-7,8-dimethoxy-1,3-dihydro-2H-1,4-benzodiazepin-2-one (XXIIaf) in example IIba by 3-benzyl-8-ethoxy-7-methoxy-5-phenyl-1,3-dihydro-2H-1,4-benzodiazepin-2-one (XXIIbb), and methyl iodide by ethyl iodide, and proceeding in the same manner, the abovenamed product is obtained. Yield: 65%. F: 228–230° C. 1H-NMR (CDCl3, 300 MHz): d 1.03–1.08 (m, 3H, NCH2CH3), 1.50–1.54 (m, 3H, OCH2CH3), 3.59–3.65 (m, 3H, 1HNCH2+CH2Bn), 3.70 (s, 3H, OCH3), 3.77–3.83 (m, 1H, 1CH), 4.12–4.18... Reactants: C(=O)(O)[O-].[Na+] (NaHCO3), OC1=C2C(=NN1C1=C(C=C(C=C1)Cl)F)CCSC2 (3-hydroxy-2-(4-chloro-2-fluorophenyl)-2,4,6,7-tetrahydro-thiopyrano[4,3-c]pyrazole), P(=O)(Cl)(Cl)Cl (phosphorus oxychloride). Run in C(Cl)(Cl)Cl (chloroform). Reaction conditions: time 16 hour. Product: ClC1=C2C(=NN1C1=C(C=C(C=C1)Cl)F)CCSC2 (3-chloro-2-(4-chloro-2-fluorophenyl)-2,4,6,7-tetrahydro-thiopyrano[4,3-c]pyrazole). As a reaction SMILES: O[C:2]1[N:6]([C:7]2[CH:12]=[CH:11][C:10]([Cl:13])=[CH:9][C:8]=2[F:14])[N:5]=[C:4]2[CH2:15][CH2:16][S:17][CH2:18][C:3]=12.P(Cl)(Cl)([Cl:21])=O.C([O-])(O)=O.[Na+]>C(Cl)(Cl)Cl>[Cl:21][C:2]1[N:6]([C:7]2[CH:12]=[CH:11][C:10]([Cl:13])=[CH:9][C:8]=2[F:14])[N:5]=[C:4]2[CH2:15][CH2:16][S:17][CH2:18][C:3]=12 |f:2.3|. Procedure: 12.4 Parts of 3-hydroxy-2-(4-chloro-2-fluorophenyl)-2,4,6,7-tetrahydro-thiopyrano[4,3-c]pyrazole was reacted with 6.7 parts of phosphorus oxychloride at 155° C. for 3 hours, the reaction mixture poured into 250 parts of chloroform and 250 parts of saturated aqueous NaHCO3 and stirred for 16 hours. The aqueous portion was extracted with 200 parts of chloroform, the chloroform portions combined and washed twice with 200 parts of water, dried with anhydrous magnesium sulfate, and evaporated under a...